describe an organic reaction: reactants, conditions, products, and yield From a dataset of the Open Reaction Database (ORD), a public repository of structured organic reaction records. Starting materials: C(C)OC(=O)C=1N(C2=CC=C(C=C2C1)OCC1=CC=CC=C1)[C@H](CO[Si](C(C(C)C)(C)C)(C)C)CNC(=O)OC(C)(C)C (5-benzyloxy-1-{(S)-1-(tert-butoxycarbonylamino-methyl)-2-[dimethyl-(1,1,2-trimethyl-propyl)-silanyloxy]-ethyl}-1H-indole-2-carboxylic acid ethyl ester), C[Si](CCCCCC)(C)Cl (dimethylhexylsilyl chloride), CN(C=O)C (N,N-dimethylformamide), hydroxymethyl, N1C=NC=C1 (imidazole). Product: C(C1=CC=CC=C1)OC1=CC=2C=C3N(C2C=C1)[C@@H](CNC3=O)C(O[SiH](C)C)C(C(C)C)(C)C ((S)-8-Benzyloxy-4-[dimethyl-(1,1,2-trimethyl-propyl)-silanyloxymethyl]-3,4-dihydro-2H-pyrazino[1,2-a]indol-1-one). Yield: 35.0%. RXN SMILES: C(O[C:4]([C:6]1[N:7]([C@@H:23]([CH2:35][NH:36]C(OC(C)(C)C)=O)[CH2:24][O:25][Si:26]([CH3:34])([CH3:33])C(C)(C)C(C)C)[C:8]2[C:13]([CH:14]=1)=[CH:12][C:11]([O:15][CH2:16][C:17]1[CH:22]=[CH:21][CH:20]=[CH:19][CH:18]=1)=[CH:10][CH:9]=2)=[O:5])C.N1[CH:48]=[CH:47]N=C1.C[Si](Cl)(C)[CH2:51][CH2:52][CH2:53]CCC.[CH3:59]N(C)C=O>>[CH2:16]([O:15][C:11]1[CH:12]=[CH:13][C:8]2[N:7]3[C@H:23]([CH:24]([C:47]([CH3:48])([CH3:59])[CH:52]([CH3:53])[CH3:51])[O:25][SiH:26]([CH3:33])[CH3:34])[CH2:35][NH:36][C:4](=[O:5])[C:6]3=[CH:14][C:9]=2[CH:10]=1)[C:17]1[CH:22]=[CH:21][CH:20]=[CH:19][CH:18]=1. Procedure: The title compound was synthesized in analogy to example 8, intermediate a), from 5-benzyloxy-1-{(S)-1-(tert-butoxycarbonylamino-methyl)-2-[dimethyl-(1,1,2-trimethyl-propyl)-silanyloxy]-ethyl}-1H-indole-2-carboxylic acid ethyl ester to give a mixture of the desired compound and the unprotected hydroxymethyl compound. The mixture was dissolved in N,N-dimethylformamide and 1 equivalent of imidazole was added. At 0° C., 1 equivalent of dimethylhexylsilyl chloride was added and the cooling bath was ...